This data is from the Open Reaction Database (ORD), a public repository of structured organic reaction records. The task is: describe an organic reaction: reactants, conditions, products, and yield Reactants: CS(=O)(=O)NC=1C=C(C=C(C1)NS(=O)(=O)C)[N+](=O)[O-] (3,5-bis-methylsulfonamidonitrobenzene), [H][H] (hydrogen), C(C)(=O)C=1C(OC(=C(C1O)C(C)=O)O)=O (3,5-diacetyl-4,6-dihydroxy-2H-pyran-2-one). Reagents/catalysts: [Pd] (palladium-on-carbon). Run in C(C)O (ethanol). Yields the product C(C)(=O)C1=C(C(C(OC1=O)=O)=C(C)NC1=CC(=CC(=C1)NS(=O)(=O)C)NS(=O)(=O)C)O (5-acetyl-4-hydroxy-3-[1-(3,5-bis-methylsulfonamidophenylamino)ethylidene]-2H-pyran-2,6(3H)-dione). RXN SMILES: [CH3:1][S:2]([NH:5][C:6]1[CH:7]=[C:8]([N+:17]([O-])=O)[CH:9]=[C:10]([NH:12][S:13]([CH3:16])(=[O:15])=[O:14])[CH:11]=1)(=[O:4])=[O:3].[H][H].[C:22]([C:25]1[C:26](=[O:36])[O:27][C:28]([OH:35])=[C:29]([C:32](=O)[CH3:33])[C:30]=1[OH:31])(=[O:24])[CH3:23]>[Pd].C(O)C>[C:22]([C:25]1[C:26](=[O:36])[O:27][C:28](=[O:35])[C:29](=[C:32]([NH:17][C:8]2[CH:7]=[C:6]([NH:5][S:2]([CH3:1])(=[O:4])=[O:3])[CH:11]=[C:10]([NH:12][S:13]([CH3:16])(=[O:15])=[O:14])[CH:9]=2)[CH3:33])[C:30]=1[OH:31])(=[O:24])[CH3:23]. Reported procedure: A mixture of 1.5 g. (0.005 mol) of 3,5-bis-methylsulfonamidonitrobenzene in 100 ml. of ethanol and 300 mg. of 10% palladium-on-carbon was hydrogenated in a Parr apparatus until hydrogen uptake had ceased. The catalyst was filtered, the ethanol was removed under reduced pressure and the residue was dissolved in 30 ml. of methanol. This solution of 3,5-bis-methylsulfonamidoaniline (1.36 g.) and 1.06 g. (0.005 mol) of 3,5-diacetyl-4,6-dihydroxy-2H-pyran-2-one was refluxed for two hours under nitrog... The reactants are COCCOCN(c1c(I)c(OCCOC(C)=O)nn1C)S(=O)(=O)c1ccc(C(C)(C)C)cc1, O=C([O-])[O-], C1COCCO1, [Cs+], [Cs+], O, OB(O)c1ccccc1. The product is COCCOCN(c1c(-c2ccccc2)c(OCCOC(C)=O)nn1C)S(=O)(=O)c1ccc(C(C)(C)C)cc1. RXN SMILES: [C:1]([CH3:2])(=[O:3])[O:4][CH2:5][CH2:6][O:7][c:8]1[n:9][n:10]([CH3:34])[c:11]([N:14]([CH2:15][O:16][CH2:17][CH2:18][O:19][CH3:20])[S:21](=[O:22])(=[O:23])[c:24]2[cH:25][cH:26][c:27]([C:30]([CH3:31])([CH3:32])[CH3:33])[cH:28][cH:29]2)[c:12]1[I:13].[C:44](=[O:45])([O-:46])[O-:47].[CH2:50]1[O:51][CH2:52][CH2:53][O:54][CH2:55]1.[Cs+:48].[Cs+:49].[OH2:56].[c:35]1([B:41]([OH:42])[OH:43])[cH:36][cH:37][cH:38][cH:39][cH:40]1>>[C:1]([CH3:2])(=[O:3])[O:4][CH2:5][CH2:6][O:7][c:8]1[n:9][n:10]([CH3:34])[c:11]([N:14]([CH2:15][O:16][CH2:17][CH2:18][O:19][CH3:20])[S:21](=[O:22])(=[O:23])[c:24]2[cH:25][cH:26][c:27]([C:30]([CH3:31])([CH3:32])[CH3:33])[cH:28][cH:29]2)[c:12]1-[c:35]1[cH:36][cH:37][cH:38][cH:39][cH:40]1. The reactants are CS(=O)(=O)OCCCC1=CC(=C(C=C1)OC)OCC=1N=C(OC1)\C=C\C1=CC=CC=C1 (3-[4-methoxy-3-[2-[(E)-2-phenylethenyl]-4-oxazolylmethoxy]phenyl]propyl methanesulfonate), [I-].[Na+] (sodium iodide), CC(=O)C (acetone). Solvent: O (water). Product: ICCCC=1C(=C(OCC=2N=C(OC2)\C=C\C2=CC=CC=C2)C=CC1)OC (4-[3-(3-iodopropyl)-2-methoxyphenoxymethyl]-2-[(E)-2-phenylethenyl]oxazole). Yield: 95.0%. Reaction SMILES: CS(OCCC[C:9]1[CH:14]=[CH:13][C:12]([O:15][CH3:16])=[C:11]([O:17][CH2:18][C:19]2[N:20]=[C:21](/[CH:24]=[CH:25]/[C:26]3[CH:31]=[CH:30][CH:29]=[CH:28][CH:27]=3)[O:22][CH:23]=2)[CH:10]=1)(=O)=O.[I-:32].[Na+].[CH3:34][C:35]([CH3:37])=O>O>[I:32][CH2:34][CH2:35][CH2:37][C:13]1[C:12]([O:15][CH3:16])=[C:11]([CH:10]=[CH:9][CH:14]=1)[O:17][CH2:18][C:19]1[N:20]=[C:21](/[CH:24]=[CH:25]/[C:26]2[CH:31]=[CH:30][CH:29]=[CH:28][CH:27]=2)[O:22][CH:23]=1 |f:1.2|. Procedure: A mixture of 3-[4-methoxy-3-[2-[(E)-2-phenylethenyl]-4-oxazolylmethoxy]phenyl]propyl methanesulfonate (900 mg), sodium iodide (3.00 g) and acetone (20 ml) was heated for one hour under reflux. The reaction mixture was poured into water and extracted with ethyl acetate. The ethyl acetate layer was washed with water, dried (MgSO4), and concentrated under reduced pressure. The residue was subjected to a silica gel column chromatography. From the fraction eluted with ethyl acetate-hexane (1:4, v/v),... Product: ClC1=CC=C(C=2N3C(=NC21)N(CCC3)C3=C(C=C(C=C3)Cl)Cl)C(C(F)(F)F)OCC (9-Chloro-1-(2,4-dichlorophenyl)-6-(1-ethoxy-2,2,2-trifluoroethyl)-1,2,3,4-tetrahydropyrimido[1,2-a]benzimidazole). Run at temperature 40 celsius, time 8 hour. Reaction SMILES: [Cl:1][C:2]1[C:10]2[N:9]=[C:8]3[N:11]([C:15]4[CH:20]=[CH:19][C:18]([Cl:21])=[CH:17][C:16]=4[Cl:22])[CH2:12][CH2:13][CH2:14][N:7]3[C:6]=2[C:5]([CH:23]([OH:28])[C:24]([F:27])([F:26])[F:25])=[CH:4][CH:3]=1.[H-].[Na+].I[CH2:32][CH3:33]>O1CCCC1.C(OCC)(=O)C>[Cl:1][C:2]1[C:10]2[N:9]=[C:8]3[N:11]([C:15]4[CH:20]=[CH:19][C:18]([Cl:21])=[CH:17][C:16]=4[Cl:22])[CH2:12][CH2:13][CH2:14][N:7]3[C:6]=2[C:5]([CH:23]([O:28][CH2:32][CH3:33])[C:24]([F:25])([F:26])[F:27])=[CH:4][CH:3]=1 |f:1.2|. Reactants: ClC1=CC=C(C=2N3C(=NC21)N(CCC3)C3=C(C=C(C=C3)Cl)Cl)C(C(F)(F)F)O (1-[9-chloro-1-(2,4-dichlorophenyl)-1,2,3,4-tetrahydropyrimido[1,2-a]benzimidazol-6-yl]-2,2,2-trifluoroethanol), [H-].[Na+] (sodium hydride), ICC (iodoethane). Procedure: To a stirred solution of 1-[9-chloro-1-(2,4-dichlorophenyl)-1,2,3,4-tetrahydropyrimido[1,2-a]benzimidazol-6-yl]-2,2,2-trifluoroethanol (67.6 mg, 0.150 mmol) in tetrahydrofuran (1.0 mL) was added sodium hydride (60% in oil, 7.2 mg, 0.18 mmol) at 0° C. After 15 min iodoethane (60.0 μL, 0.75 mmol) was added. After being stirred for 8 h at 40° C., the reaction mixture was diluted with ethyl acetate, washed with aqueous sodium, hydrogen carbonate and brine, dried over sodium sulfate, filtered, and co... Isolated yield 81.3%. The solvent is C(C)(=O)OCC (ethyl acetate), O1CCCC1 (tetrahydrofuran). Reactants: Br.Br.CNCC=CCNC (N,N′-dimethyl-2-butene-1,4-diamine dihydrobromide). The reagents and catalysts are [Pd] (Pd/C). Run in CO (MeOH), CC(C)O (i-PrOH), O (water). Yields the product Br.Br.CNCCCCNC (N,N′-dimethylputrescine dihydrobromide). Yield: 181.5%. Reaction SMILES: [BrH:1].Br.[CH3:3][NH:4][CH2:5][CH:6]=[CH:7][CH2:8][NH:9][CH3:10]>CO.CC(O)C.O.[Pd]>[BrH:1].[BrH:1].[CH3:3][NH:4][CH2:5][CH2:6][CH2:7][CH2:8][NH:9][CH3:10] |f:0.1.2,7.8.9|. Procedure: N,N′-dimethyl-2-butene-1,4-diamine dihydrobromide 73 (35 g) dissolved in a mixture of MeOH (600 ml), i-PrOH (50 ml) and water (100 ml) was hydrogenated in the presence of 10% Pd/C (4 g) at 30 psi for 18 h. The reaction mixture was filtered and the filtrate was concentrated to give N,N′-dimethylputrescine dihydrobromide 74 (32 g) as a white solid.